This data is from the Open Reaction Database (ORD), a public repository of structured organic reaction records. The task is: describe an organic reaction: reactants, conditions, products, and yield Reactants: lactone, CC1([C@@H]([C@@H]1C(O)O)C(=O)O)C ((1R,cis) 2,2-dimethyl-3-dihydroxymethyl-cyclopropane-carboxylic acid), C(C)(C)OC(=O)CP1(OC(C(O1)C)C)=O (2-isopropoxycarbonylmethyl-4,5-dimethyl-2-oxo-1,3,2-dioxaphospholane). The product is CC1(C(C1C=CC(OC(C)C)=O)C(=O)O)C (2,2-dimethyl-3-[3-oxo-3-isopropoxy-1-propenyl]-cyclopropane-carboxylic acid). As a reaction SMILES: [CH3:1][C:2]1([CH3:11])[C@@H:4]([CH:5]([OH:7])[OH:6])[C@H:3]1[C:8](O)=O.[CH:12]([O:15][C:16]([CH2:18]P1(=O)OC(C)C(C)O1)=[O:17])([CH3:14])[CH3:13]>>[CH3:11][C:2]1([CH3:1])[CH:3]([CH:8]=[CH:18][C:16](=[O:17])[O:15][CH:12]([CH3:14])[CH3:13])[CH:4]1[C:5]([OH:7])=[O:6]. Procedure: Using the procedure of Example 6, 0.76 g of the lactone of (1R,cis) 2,2-dimethyl-3-dihydroxymethyl-cyclopropane-carboxylic acid and 1.9 g of 2-isopropoxycarbonylmethyl-4,5-dimethyl-2-oxo-1,3,2-dioxaphospholane were reacted to obtain 1 of (1R,cis,ΔZ) 2,2-dimethyl-3-[3-oxo-3-isopropoxy-1-propenyl]-cyclopropane-carboxylic acid melting at 100° C. and having a specific rotation of [α]D20 =+71°±2° (c=1% in chloroform) and 0.09 g of the corresponding E isomer. The reactants are C(C)OC(=O)C=1C(=NC=2CCCCC2C1)C (5,6,7,8-tetrahydro-2-methyl-3-quinolinecarboxylic acid ethyl ester), OC1=CC=C(C=O)C=C1 (4-hydroxybenzaldehyde), C(C)(=O)OC(C)=O (acetic anhydride). The product is C(C)OC(=O)C=1C(=NC=2C(CCCC2C1)=CC1=CC=C(C=C1)OC(C)=O)C (8-[[4-(acetyloxy)phenyl)-methylene]-5,6,7,8-tetrahydro-2-methyl-3-quinolinecarboxylic acid ethyl ester). As a reaction SMILES: [CH2:1]([O:3][C:4]([C:6]1[C:7]([CH3:16])=[N:8][C:9]2[CH2:10][CH2:11][CH2:12][CH2:13][C:14]=2[CH:15]=1)=[O:5])[CH3:2].[OH:17][C:18]1[CH:25]=[CH:24][C:21]([CH:22]=O)=[CH:20][CH:19]=1.[C:26](OC(=O)C)(=[O:28])[CH3:27]>>[CH2:1]([O:3][C:4]([C:6]1[C:7]([CH3:16])=[N:8][C:9]2[C:10](=[CH:22][C:21]3[CH:24]=[CH:25][C:18]([O:17][C:26](=[O:28])[CH3:27])=[CH:19][CH:20]=3)[CH2:11][CH2:12][CH2:13][C:14]=2[CH:15]=1)=[O:5])[CH3:2]. Reported procedure: A solution of 5,6,7,8-tetrahydro-2-methyl-3-quinolinecarboxylic acid ethyl ester (2.19 g) and 4-hydroxybenzaldehyde (1.32 g, 11 mmol) in acetic anhydride (6.5 ml) is heated at reflux temperature for 18 hours. The solution is evaporated, the residue dissolved in tetrahydrofuran and crude 8-[[4-(acetyloxy)phenyl)methylene]-5,6,7,8-tetrahydro-2-methyl-3-quinolinecarboxylic acid ethyl ester is precipitated with water to yield 3.4 g. Purification on silica gel (250 g) with 9:1 Skelly B:ethyl acetate ...